describe an organic reaction: reactants, conditions, products, and yield From a dataset of the Open Reaction Database (ORD), a public repository of structured organic reaction records. Starting materials: P(=O)([O-])([O-])[O-].[K+].[K+].[K+] (potassium phosphate), FC1=C(C=CC(=C1)F)B1OC(C)(C)C(C)(C)O1 (2,4-difluorophenylboronic acid pinacol ester), IC1=CNC2=CC=C(C=C12)C1=NN=C(S1)NC (5-(3-iodo-1H-indol-5-yl)-N-methyl-1,3,4-thiadiazol-2-amine). Reagents/catalysts: CC(C)(C)P(C1=CC=C(C=C1)N(C)C)C(C)(C)C.CC(C)(C)P(C1=CC=C(C=C1)N(C)C)C(C)(C)C.Cl[Pd]Cl (bis(di-tert-butyl(4-dimethylaminophenyl)phosphine)dichloropalladium(II)). The solvent is CC(C)O.O (IPA H2O). Run at temperature 120 celsius. Yields the product FC1=C(C=CC(=C1)F)C1=CNC2=CC=C(C=C12)C1=NN=C(S1)NC (5-(3-(2,4-difluorophenyl)-1H-indol-5-yl)-N-methyl-1,3,4-thiadiazol-2-amine). RXN SMILES: P([O-])([O-])([O-])=O.[K+].[K+].[K+].[F:9][C:10]1[CH:15]=[C:14]([F:16])[CH:13]=[CH:12][C:11]=1B1OC(C)(C)C(C)(C)O1.I[C:27]1[C:35]2[C:30](=[CH:31][CH:32]=[C:33]([C:36]3[S:40][C:39]([NH:41][CH3:42])=[N:38][N:37]=3)[CH:34]=2)[NH:29][CH:28]=1>CC(P(C(C)(C)C)C1C=CC(N(C)C)=CC=1)(C)C.CC(P(C(C)(C)C)C1C=CC(N(C)C)=CC=1)(C)C.Cl[Pd]Cl.CC(O)C.O>[F:9][C:10]1[CH:15]=[C:14]([F:16])[CH:13]=[CH:12][C:11]=1[C:27]1[C:35]2[C:30](=[CH:31][CH:32]=[C:33]([C:36]3[S:40][C:39]([NH:41][CH3:42])=[N:38][N:37]=3)[CH:34]=2)[NH:29][CH:28]=1 |f:0.1.2.3,6.7.8,9.10|. Procedure details: A mixture of potassium phosphate (0.089 g, 0.42 mmol), 2,4-difluorophenylboronic acid pinacol ester (0.040 g, 0.17 mmol, Aldrich), bis(di-tert-butyl(4-dimethylaminophenyl)phosphine)dichloropalladium(II) (5 mg, 7 μmol), 5-(3-iodo-1H-indol-5-yl)-N-methyl-1,3,4-thiadiazol-2-amine (0.05 g, 0.14 mmol), and IPA/H2O (70%, 0.5 mL) was heated in a microwave at 120° C. for 10 min. The aqueous layer was removed and the organic layer was purified by preparative HPLC (10-90% MeCN/water/0.1% NH4OH) to give 5-... Reactants: O1CCCC1 (tetrahydrofuran), [OH-].[K+] (potassium hydroxide), ClC=1C=C(C=C(C1)Cl)B(O)O (3,5-dichlorophenylboronic acid), BrC(=C)C(F)(F)F (2-bromo-3,3,3-trifluoro-propene). The reagents and catalysts are [Pd].C1(=CC=CC=C1)P(C1=CC=CC=C1)C1=CC=CC=C1.C1(=CC=CC=C1)P(C1=CC=CC=C1)C1=CC=CC=C1.C1(=CC=CC=C1)P(C1=CC=CC=C1)C1=CC=CC=C1.C1(=CC=CC=C1)P(C1=CC=CC=C1)C1=CC=CC=C1 (tetrakis(triphenylphosphine)-palladium(0)). The solvent is COCCOC (ethylene glycol dimethyl ether). Conditions: temperature 75 celsius. Product: ClC1=CC(=CC(=C1)C(=C)C(F)(F)F)Cl (1,3-dichloro-5-[1-(trifluoromethyl)ethenyl]benzene). Isolated yield 40.1%. RXN SMILES: O1CCCC1.[OH-].[K+].[Cl:8][C:9]1[CH:10]=[C:11](B(O)O)[CH:12]=[C:13]([Cl:15])[CH:14]=1.Br[C:20]([C:22]([F:25])([F:24])[F:23])=[CH2:21]>[Pd].C1(P(C2C=CC=CC=2)C2C=CC=CC=2)C=CC=CC=1.C1(P(C2C=CC=CC=2)C2C=CC=CC=2)C=CC=CC=1.C1(P(C2C=CC=CC=2)C2C=CC=CC=2)C=CC=CC=1.C1(P(C2C=CC=CC=2)C2C=CC=CC=2)C=CC=CC=1.COCCOC>[Cl:8][C:9]1[CH:10]=[C:11]([C:20]([C:22]([F:25])([F:24])[F:23])=[CH2:21])[CH:12]=[C:13]([Cl:15])[CH:14]=1 |f:1.2,5.6.7.8.9|. Procedure details: To a mixture of tetrahydrofuran (33 mL), ethylene glycol dimethyl ether (33 mL), and 4 N aqueous potassium hydroxide (33 mL) in a 200 mL Fisher-Porter sealed tube was added 3,5-dichlorophenylboronic acid (8.72 g, 45.7 mmol) and 2-bromo-3,3,3-trifluoro-propene (10.0 g, 57.2 mmol), followed by the addition of tetrakis(triphenylphosphine)-palladium(0) (264 mg, 0.229 mmol). The mixture was heated to 75° C. for 3 h. Then the reaction mixture was partitioned between diethyl ether and water. The aqueou... Starting materials: BrC=1C=C(C=C(C(=O)OC)C1)C(=O)OC (dimethyl 5-bromoisophthalate), [BH4-].[Na+] (sodium tetrahydroborate), O (water). Run in CO (methanol). Reaction conditions: time 3 hour. Product: BrC=1C=C(C(=O)OC)C=C(C1)CO (Methyl 3-bromo-5-(hydroxymethyl)benzoate). RXN SMILES: [Br:1][C:2]1[CH:3]=[C:4]([C:12]([O:14][CH3:15])=[O:13])[CH:5]=[C:6]([CH:11]=1)[C:7](OC)=[O:8].[BH4-].[Na+].O>CO>[Br:1][C:2]1[CH:3]=[C:4]([CH:5]=[C:6]([CH2:7][OH:8])[CH:11]=1)[C:12]([O:14][CH3:15])=[O:13] |f:1.2|. Reported procedure: To a stirred solution of dimethyl 5-bromoisophthalate (5.4 g, 20 mmol) in methanol (300 mL) at 0° C. was slowly added sodium tetrahydroborate (10 g, 0.28 mol). The mixture was stirred at rt for 3 h, and then treated with water (300 mL). The volatiles were removed in vacuo and the aqueous phase was extracted with CH2Cl2 (100 mL×3). The combined organic layers were washed with brine, dried over anhydrous MgSO4, and concentrated in vacuo. The resulting oil was purified by flash chromatography to af... The reactants are CS(C)=O, CCOC(=O)C(C)(C)c1cn2nc(Cl)ccc2n1, [Na+], [Na+], O=C([O-])[O-], NCCCN1CCC(OC(c2ccccc2)c2ccccc2)CC1. Product: CCOC(=O)C(C)(C)c1cn2nc(NCCCN3CCC(OC(c4ccccc4)c4ccccc4)CC3)ccc2n1. RXN SMILES: [CH3:49][S:50](=[O:51])[CH3:52].[Cl:25][c:26]1[cH:27][cH:28][c:29]2[n:30]([n:31]1)[cH:32][c:33]([C:35]([C:36](=[O:37])[O:38][CH2:39][CH3:40])([CH3:41])[CH3:42])[n:34]2.[Na+:43].[Na+:44].[O-:45][C:46](=[O:47])[O-:48].[c:1]1([CH:7]([O:8][CH:9]2[CH2:10][CH2:11][N:12]([CH2:15][CH2:16][CH2:17][NH2:18])[CH2:13][CH2:14]2)[c:19]2[cH:20][cH:21][cH:22][cH:23][cH:24]2)[cH:2][cH:3][cH:4][cH:5][cH:6]1>>[c:1]1([CH:7]([O:8][CH:9]2[CH2:10][CH2:11][N:12]([CH2:15][CH2:16][CH2:17][NH:18][c:26]3[cH:27][cH:28][c:29]4[n:30]([n:31]3)[cH:32][c:33]([C:35]([C:36](=[O:37])[O:38][CH2:39][CH3:40])([CH3:41])[CH3:42])[n:34]4)[CH2:13][CH2:14]2)[c:19]2[cH:20][cH:21][cH:22][cH:23][cH:24]2)[cH:2][cH:3][cH:4][cH:5][cH:6]1. Reactants: ClCCCN1C2=NC=NC(=C2N=C1)N (9-(3-chloropropyl)adenine), [N-]=[N+]=[N-].[Na+] (sodium azide). Solvent: CN(C)C=O (DMF). Conditions: temperature 80 celsius, time 24 hour. Yields the product N(=[N+]=[N-])CCCN1C2=NC=NC(=C2N=C1)N (9-(3-azidopropyl)adenine). As a reaction SMILES: Cl[CH2:2][CH2:3][CH2:4][N:5]1[CH:13]=[N:12][C:11]2[C:6]1=[N:7][CH:8]=[N:9][C:10]=2[NH2:14].[N-:15]=[N+:16]=[N-:17].[Na+]>CN(C=O)C>[N:15]([CH2:2][CH2:3][CH2:4][N:5]1[CH:13]=[N:12][C:11]2[C:6]1=[N:7][CH:8]=[N:9][C:10]=2[NH2:14])=[N+:16]=[N-:17] |f:1.2|. Procedure details: A mixture of 9-(3-chloropropyl)adenine and sodium azide in DMF was stirred at 80° C. for 24 hours, cooled to room temperature and filtered. The solid was washed with CH2Cl2. The solvent was removed from the combined filtrates and the residue was taken up in water with sonication. The aqueous layer was extracted with CH2Cl2. After removing the solvent, the crude product was recrystallized from ethanol to give 9-(3-azidopropyl)adenine as a white crystalline solid. The reactants are O (Water), C([O-])([O-])=O.[K+].[K+] (Potassium carbonate), BrCCC (1-bromopropane), C(C)(C)(C)C1=CC=C(C=C1)NC1=CC=C(C=C1)OC1=CC=NC2=CC(=C(C=C12)OC)OCC1CCNCC1 ((4-Tert-butylphenyl)-{4-[6-methoxy-7-(4-piperidinylmethoxy)-4-quinolyloxy]phenyl}amine). The solvent is C(C)(=O)OCC (ethyl acetate), CN(C=O)C (N,N-dimethylformamide). Reaction conditions: time 4 hour. The product is C(C)(C)(C)C1=CC=C(C=C1)NC1=CC=C(C=C1)OC1=CC=NC2=CC(=C(C=C12)OC)OCC1CCN(CC1)CCC ((4-Tert-butylphenyl)-{4-[6-methoxy-7-(1-propylpiperidin-4-ylmethoxy)quinolin-4-yloxy]phenyl}amine). Yield: 7.0%. As a reaction SMILES: [C:1]([C:5]1[CH:10]=[CH:9][C:8]([NH:11][C:12]2[CH:17]=[CH:16][C:15]([O:18][C:19]3[C:28]4[C:23](=[CH:24][C:25]([O:31][CH2:32][CH:33]5[CH2:38][CH2:37][NH:36][CH2:35][CH2:34]5)=[C:26]([O:29][CH3:30])[CH:27]=4)[N:22]=[CH:21][CH:20]=3)=[CH:14][CH:13]=2)=[CH:7][CH:6]=1)([CH3:4])([CH3:3])[CH3:2].C(=O)([O-])[O-].[K+].[K+].Br[CH2:46][CH2:47][CH3:48].O>CN(C)C=O.C(OCC)(=O)C>[C:1]([C:5]1[CH:6]=[CH:7][C:8]([NH:11][C:12]2[CH:17]=[CH:16][C:15]([O:18][C:19]3[C:28]4[C:23](=[CH:24][C:25]([O:31][CH2:32][CH:33]5[CH2:38][CH2:37][N:36]([CH2:46][CH2:47][CH3:48])[CH2:35][CH2:34]5)=[C:26]([O:29][CH3:30])[CH:27]=4)[N:22]=[CH:21][CH:20]=3)=[CH:14][CH:13]=2)=[CH:9][CH:10]=1)([CH3:4])([CH3:2])[CH3:3] |f:1.2.3|. Reported procedure: (4-Tert-butylphenyl)-{4-[6-methoxy-7-(4-piperidinylmethoxy)-4-quinolyloxy]phenyl}amine (150 mg) was dissolved in N,N-dimethylformamide (3 ml) to prepare a solution. Potassium carbonate (300 mg) and 1-bromopropane (0.15 ml) were then added to the solution, and the mixture was stirred at room temperature for 4 hr. Water and ethyl acetate were added to the reaction solution, and the mixture was extracted with ethyl acetate. The extract was washed with saturated brine and was dried over sodium sulfa... The yield is 97.2%. The solvent is N (ammonia). Reaction conditions: time 18 hour. Procedure details: 7-(3-Morpholinopropoxy)-3-((pivaloyloxy)methyl)-3,4-dihydroquinazolin-4-one (680 mg, 1.6 mmol) was stirred in methanolic ammonia (20 ml) at 40° C. for 6 hours then for 18 hours at ambient temperature. The solvent was removed by evaporation, the residue was triturated with ether/isohexane and collected by filtration to give 7-(3-morpholinopropoxy)-3,4-dihydroquinazolin-4-one (450 mg, 92%) as a white solid. The product is O1CCN(CC1)CCCOC1=CC=C2C(NC=NC2=C1)=O (7-(3-morpholinopropoxy)-3,4-dihydroquinazolin-4-one). Reaction SMILES: [O:1]1[CH2:6][CH2:5][N:4]([CH2:7][CH2:8][CH2:9][O:10][C:11]2[CH:20]=[C:19]3[C:14]([C:15](=[O:29])[N:16](COC(=O)C(C)(C)C)[CH:17]=[N:18]3)=[CH:13][CH:12]=2)[CH2:3][CH2:2]1>N>[O:1]1[CH2:6][CH2:5][N:4]([CH2:7][CH2:8][CH2:9][O:10][C:11]2[CH:20]=[C:19]3[C:14]([C:15](=[O:29])[NH:16][CH:17]=[N:18]3)=[CH:13][CH:12]=2)[CH2:3][CH2:2]1. The reactants are O1CCN(CC1)CCCOC1=CC=C2C(N(C=NC2=C1)COC(C(C)(C)C)=O)=O (7-(3-Morpholinopropoxy)-3-((pivaloyloxy)methyl)-3,4-dihydroquinazolin-4-one). Starting materials: resultant mixture, COC1=CC2=C(SC(=C2)C(=O)O)C=C1OC (5,6-dimethoxy-benzo[b]thiophene-2-carboxylic acid), C1(=CC=CC=C1)C (toluene), S(=O)(Cl)Cl (thionyl chloride), N1=CC=CC=C1 (pyridine). Yields the product COC1=CC2=C(SC(=C2)C(=O)N)C=C1OC (5,6-dimethoxybenzo[b]thiophene-2-carboxamide). As a reaction SMILES: [CH3:1][O:2][C:3]1[C:14]([O:15][CH3:16])=[CH:13][C:6]2[S:7][C:8]([C:10](O)=[O:11])=[CH:9][C:5]=2[CH:4]=1.C1(C)C=CC=CC=1.S(Cl)(Cl)=O.[N:28]1C=CC=CC=1>>[CH3:1][O:2][C:3]1[C:14]([O:15][CH3:16])=[CH:13][C:6]2[S:7][C:8]([C:10]([NH2:28])=[O:11])=[CH:9][C:5]=2[CH:4]=1. Reported procedure: A mixture of 5,6-dimethoxy-benzo[b]thiophene-2-carboxylic acid (68.8 g), dry toluene (350 ml), thionyl chloride (126 ml) and pyridine (1.75 ml) was stirred and heated at reflux for 4 hours. The resultant mixture was cooled, evaporated to dryness under vacuum and the residue was purged with dry toluene (3×250 ml). The resulting crude acid chloride was suspended in dioxan (160 ml) then cooled in an ice bath and treated in one portion with concentrated ammonium hydroxide solution (33% w/w, 900 ml).... Procedure details: Aqueous sodium hydroxide (1M, 4.9 mL) was added to a solution of 2-(4-(2-(4(2-isopropylthiazole-4-carbonyl)-1-oxa-4,9-diazaspiro[5.5]undecan-9-yl)ethyl)thiophen-2-yl)ethyl acetate [Example 78, step a] (1.0 g) in methanol (20 mL) and the resulting mixture was stirred for 1 hour at 20° C. The mixture was partitioned between ethyl acetate and brine and separated. The organic phase was dried, filtered and the solvent evaporated under reduced pressure to afford the subtitled compound. Yield 0.92 g. Reactants: [OH-].[Na+] (sodium hydroxide), C(C)(=O)OCCC=1SC=C(C1)CCN1CCC2(CN(CCO2)C(=O)C=2N=C(SC2)C(C)C)CC1 (2-(4-(2-(4(2-isopropylthiazole-4-carbonyl)-1-oxa-4,9-diazaspiro[5.5]undecan-9-yl)ethyl)thiophen-2-yl)ethyl acetate). Solvent: CO (methanol). As a reaction SMILES: [OH-].[Na+].C([O:6][CH2:7][CH2:8][C:9]1[S:10][CH:11]=[C:12]([CH2:14][CH2:15][N:16]2[CH2:36][CH2:35][C:19]3([O:24][CH2:23][CH2:22][N:21]([C:25]([C:27]4[N:28]=[C:29]([CH:32]([CH3:34])[CH3:33])[S:30][CH:31]=4)=[O:26])[CH2:20]3)[CH2:18][CH2:17]2)[CH:13]=1)(=O)C>CO>[OH:6][CH2:7][CH2:8][C:9]1[S:10][CH:11]=[C:12]([CH2:14][CH2:15][N:16]2[CH2:36][CH2:35][C:19]3([O:24][CH2:23][CH2:22][N:21]([C:25]([C:27]4[N:28]=[C:29]([CH:32]([CH3:33])[CH3:34])[S:30][CH:31]=4)=[O:26])[CH2:20]3)[CH2:18][CH2:17]2)[CH:13]=1 |f:0.1|. Product: OCCC1=CC(=CS1)CCN1CCC2(CN(CCO2)C(=O)C=2N=C(SC2)C(C)C)CC1 ((9-(2-(5-(2-Hydroxyethyl)thiophen-3-yl)ethyl)-1-oxa-4,9-diazaspiro[5.5]undecan-4-yl)(2-isopropylthiazol-4-yl)methanone). Run at temperature 20 celsius, time 1 hour.